Dataset: the Open Reaction Database (ORD), a public repository of structured organic reaction records. Task: describe an organic reaction: reactants, conditions, products, and yield Starting materials: [Al+3], COc1ccc2c(C(=O)c3ccc(OCCN4CCCCC4)cc3)c(Cc3ccccc3)sc2c1, C1CCOC1, [H-], [H-], [H-], [H-], [Li+]. Product: COc1ccc2c(C(O)c3ccc(OCCN4CCCCC4)cc3)c(Cc3ccccc3)sc2c1. RXN SMILES: [Al+3:37].[CH2:1]([c:2]1[cH:3][cH:4][cH:5][cH:6][cH:7]1)[c:8]1[c:9]([C:19](=[O:20])[c:21]2[cH:22][cH:23][c:24]([O:27][CH2:28][CH2:29][N:30]3[CH2:31][CH2:32][CH2:33][CH2:34][CH2:35]3)[cH:25][cH:26]2)[c:10]2[c:11]([s:12]1)[cH:13][c:14]([O:17][CH3:18])[cH:15][cH:16]2.[CH2:42]1[O:43][CH2:44][CH2:45][CH2:46]1.[H-:36].[H-:39].[H-:40].[H-:41].[Li+:38]>>[CH2:1]([c:2]1[cH:3][cH:4][cH:5][cH:6][cH:7]1)[c:8]1[c:9]([CH:19]([OH:20])[c:21]2[cH:22][cH:23][c:24]([O:27][CH2:28][CH2:29][N:30]3[CH2:31][CH2:32][CH2:33][CH2:34][CH2:35]3)[cH:25][cH:26]2)[c:10]2[c:11]([s:12]1)[cH:13][c:14]([O:17][CH3:18])[cH:15][cH:16]2. The reactants are ClC1=NC2=C(N1C1=NC(=NC=N1)NC1=CC(=C(C(=C1)OC)OC)OC)C=CC=C2 ([4-(2-chloro-benzimidazol-1-yl)-[1,3,5]triazin-2-yl]-(3,4,5-trimethoxy-phenyl)amine), NC=1C=C(C(=O)N)C=CC1 (3-aminobenzamide), CCN(C(C)C)C(C)C (DIEA). Conditions: temperature 115 celsius. Yields the product COC=1C=C(C=C(C1OC)OC)NC1=NC(=NC=N1)N1C(=NC2=C1C=CC=C2)NC=2C=C(C(=O)N)C=CC2 (3-{1-[4-(3,4,5-trimethoxy-phenylamino)-[1,3,5]triazin-2-yl]-1H-benzoimidazol-2-ylamino}-benzamide). Reaction SMILES: Cl[C:2]1[N:6]([C:7]2[N:12]=[CH:11][N:10]=[C:9]([NH:13][C:14]3[CH:19]=[C:18]([O:20][CH3:21])[C:17]([O:22][CH3:23])=[C:16]([O:24][CH3:25])[CH:15]=3)[N:8]=2)[C:5]2[CH:26]=[CH:27][CH:28]=[CH:29][C:4]=2[N:3]=1.[NH2:30][C:31]1[CH:32]=[C:33]([CH:37]=[CH:38][CH:39]=1)[C:34]([NH2:36])=[O:35].CCN(C(C)C)C(C)C>>[CH3:25][O:24][C:16]1[CH:15]=[C:14]([NH:13][C:9]2[N:10]=[CH:11][N:12]=[C:7]([N:6]3[C:5]4[CH:26]=[CH:27][CH:28]=[CH:29][C:4]=4[N:3]=[C:2]3[NH:30][C:31]3[CH:32]=[C:33]([CH:37]=[CH:38][CH:39]=3)[C:34]([NH2:36])=[O:35])[N:8]=2)[CH:19]=[C:18]([O:20][CH3:21])[C:17]=1[O:22][CH3:23]. Procedure: A mixture of [4-(2-chloro-benzimidazol-1-yl)-[1,3,5]triazin-2-yl]-(3,4,5-trimethoxy-phenyl)amine (Example 1, step 1)(41 mg, 0.10 mmol), 3-aminobenzamide (14 mg, 0.10 mmol) and DIEA (16 mg, 0.12 mmol) in IpOH (3.5 mL) was heated at 100-130° C. for 10-40 h. On cooling a precipitate formed which was collected, washed with IpOH, ether and dried to give 3-{1-[4-(3,4,5-trimethoxy-phenylamino)-[1,3,5]triazin-2-yl]-1H-benzoimidazol-2-ylamino}-benzamide as a yellow solid. Starting materials: Cl (Hydrochloric acid), C(C)(C)(C)OC(=O)NC=1C(=CC(=C(C1)N1C=C(C(C2=CC(=C(C(=C12)[N+](=O)[O-])F)C)=O)C(=O)OCC)F)F (ethyl 1-(5-tert-butoxycarbonylamino-2,4-difluorophenyl)-7-fluoro-6-methyl-8-nitro-4-oxo-1,4-dihydroquinoline-3-carboxylate). Conditions: time 2 hour. Product: NC=1C(=CC(=C(C1)N1C=C(C(C2=CC(=C(C(=C12)[N+](=O)[O-])F)C)=O)C(=O)O)F)F (1-(5-Amino-2,4-difluorophenyl)-7-fluoro-6-methyl-8-nitro-4-oxo-1,4-dihydroquinoline-3-carboxylic Acid). Yield: 68.8%. RXN SMILES: Cl.C(OC([NH:9][C:10]1[C:11]([F:38])=[CH:12][C:13]([F:37])=[C:14]([N:16]2[C:25]3[C:20](=[CH:21][C:22]([CH3:30])=[C:23]([F:29])[C:24]=3[N+:26]([O-:28])=[O:27])[C:19](=[O:31])[C:18]([C:32]([O:34]CC)=[O:33])=[CH:17]2)[CH:15]=1)=O)(C)(C)C>>[NH2:9][C:10]1[C:11]([F:38])=[CH:12][C:13]([F:37])=[C:14]([N:16]2[C:25]3[C:20](=[CH:21][C:22]([CH3:30])=[C:23]([F:29])[C:24]=3[N+:26]([O-:28])=[O:27])[C:19](=[O:31])[C:18]([C:32]([OH:34])=[O:33])=[CH:17]2)[CH:15]=1. Reported procedure: 12N Hydrochloric acid (2 ml) was added to ethyl 1-(5-tert-butoxycarbonylamino-2,4-difluorophenyl)-7-fluoro-6-methyl-8-nitro-4-oxo-1,4-dihydroquinoline-3-carboxylate (270 mg), and the mixture was stirred for 2 hours while heating under reflux. After the reaction mixture was allowed to cool, solids deposited were collected by filtration, washed successively with water and ethanol and dried to obtain the title compound (140 mg) as a pale yellow powder. Reactants: FC=1C=C(C=C(C1)F)CC(=O)N[C@@H](C)C(=O)O (N-(3,5-Difluorophenylacetyl)-L-alanine), NC1C(NC2=CC=CC=C2C1)=O (3-(R,S)-amino-1,2,3,4-tetrahydroquinolin-2-one). Product: FC=1C=C(C=C(C1)F)CC(=O)N[C@@H](C)C(=O)NC1C(NC2=CC=CC=C2C1)=O (3-(N′-(3,5-Difluorophenylacetyl)-L-alaninyl)amino-1,2,3,4-tetrahydroquinolin-2-one). As a reaction SMILES: [F:1][C:2]1[CH:3]=[C:4]([CH2:9][C:10]([NH:12][C@H:13]([C:15]([OH:17])=O)[CH3:14])=[O:11])[CH:5]=[C:6]([F:8])[CH:7]=1.[NH2:18][CH:19]1[CH2:28][C:27]2[C:22](=[CH:23][CH:24]=[CH:25][CH:26]=2)[NH:21][C:20]1=[O:29]>>[F:8][C:6]1[CH:5]=[C:4]([CH2:9][C:10]([NH:12][C@H:13]([C:15]([NH:18][CH:19]2[CH2:28][C:27]3[C:22](=[CH:23][CH:24]=[CH:25][CH:26]=3)[NH:21][C:20]2=[O:29])=[O:17])[CH3:14])=[O:11])[CH:3]=[C:2]([F:1])[CH:7]=1. Reported procedure: Following General Procedure A above using N-(3,5-difluorophenylacetyl)-L-alanine (Example B) and 3-amino-1,2,3,4-tetrahydroquinolin-2-one (Example 5-A), the title compound was prepared as a mixture of diasteromers. The reaction was monitored by tlc on silica gel (Rf=0.38 in 25% ethyl acetate/hexanes) and purification was by flash chromatography using 25% ethyl acetate/hexanes as the eluant. As a reaction SMILES: [O:1]1[C:6]2[CH:7]=[CH:8][CH:9]=[CH:10][C:5]=2[NH:4][CH2:3][CH2:2]1.[N:11]([O-])=[O:12].[Na+]>Cl.O>[N:11]([N:4]1[CH2:3][CH2:2][O:1][C:6]2[CH:7]=[CH:8][CH:9]=[CH:10][C:5]1=2)=[O:12] |f:1.2|. Reactants: O1CCNC2=C1C=CC=C2 (3,4-Dihydro-2H-benzo[1,4]oxazine), N(=O)[O-].[Na+] (sodium nitrite). The solvent is Cl (HCl), O (water), O (water). The product is N(=O)N1C2=C(OCC1)C=CC=C2 (4-nitroso-3,4-dihydro-2H-benzo[b][1,4]oxazine). The yield is 77.4%. Procedure: 3,4-Dihydro-2H-benzo[1,4]oxazine (425 mg, 3.148 mmol) was dissolved in HCl (3N) at 0° C., and stirred for 5 min. at 0° C. A solution of sodium nitrite (217 mg, 3.148 mmol) in water was added at the same temperature, and the reaction mixture stirred at 0° C. for 1 h. After completion of reaction, water was added and the mixture extracted with DCM. The combined organic layers were dried over sodium sulfate and concentrated under reduced pressure, to give 400 mg desired product. Conditions: temperature 0 celsius, time 5 minute. Yields the product C1(CCCCC1)[C@H](C(=O)O)NC(CNC(COC1=CC=C(C=C1)[C@H]1N(C([C@@H]1SCC(O)C1=CC=C(C=C1)F)=O)C1=CC=C(C=C1)F)=O)=O ((2R)-cyclohexyl[(N-{[4-((2R,3R)-1-(4-fluorophenyl)-3-{[2-(4-fluorophenyl)-2-hydroxyethyl]thio}-4-oxoazetidin-2-yl)phenoxy]acetyl}glycyl)amino]acetic acid). Starting materials: C1(CCCCC1)[C@H](C(=O)O)NC(CNC(COC1=CC=C(C=C1)[C@H]1N(C([C@@H]1SCC(=O)C1=CC=C(C=C1)F)=O)C1=CC=C(C=C1)F)=O)=O ((2R)-cyclohexyl[(N-([4-((2R,3R)-1-(4-fluorophenyl)-3-{[2-(4-fluorophenyl)-2-oxoethyl]thio)-4-oxoazetidin-2-yl)phenoxy]acetyl}glycyl)amino]acetic acid). Procedure details: (2R)-cyclohexyl[(N-([4-((2R,3R)-1-(4-fluorophenyl)-3-{[2-(4-fluorophenyl)-2-oxoethyl]thio)-4-oxoazetidin-2-yl)phenoxy]acetyl}glycyl)amino]acetic acid (0.0085 g, 0.013 mmol) was dissolved in methanol (2 ml). NABH4 (0.006 g, 0.159 mmol) was added and when the reaction was complete according to LC-MS a few drops of acetic acid was added. The solvent was removed under reduced pressure and the residue was purified by preparative HPLC on a Kromasil C8-column using a stepwise gradient of 35%, 40% then ... Isolated yield 79.0%. Reagents/catalysts: C(C)(=O)O (acetic acid). Run in CO (methanol). RXN SMILES: [CH:1]1([C@@H:7]([NH:11][C:12](=[O:48])[CH2:13][NH:14][C:15](=[O:47])[CH2:16][O:17][C:18]2[CH:23]=[CH:22][C:21]([C@@H:24]3[C@@H:27]([S:28][CH2:29][C:30]([C:32]4[CH:37]=[CH:36][C:35]([F:38])=[CH:34][CH:33]=4)=[O:31])[C:26](=[O:39])[N:25]3[C:40]3[CH:45]=[CH:44][C:43]([F:46])=[CH:42][CH:41]=3)=[CH:20][CH:19]=2)[C:8]([OH:10])=[O:9])[CH2:6][CH2:5][CH2:4][CH2:3][CH2:2]1>CO.C(O)(=O)C>[CH:1]1([C@@H:7]([NH:11][C:12](=[O:48])[CH2:13][NH:14][C:15](=[O:47])[CH2:16][O:17][C:18]2[CH:19]=[CH:20][C:21]([C@@H:24]3[C@@H:27]([S:28][CH2:29][CH:30]([C:32]4[CH:33]=[CH:34][C:35]([F:38])=[CH:36][CH:37]=4)[OH:31])[C:26](=[O:39])[N:25]3[C:40]3[CH:41]=[CH:42][C:43]([F:46])=[CH:44][CH:45]=3)=[CH:22][CH:23]=2)[C:8]([OH:10])=[O:9])[CH2:6][CH2:5][CH2:4][CH2:3][CH2:2]1. Starting materials: COC(CC1=CC(=CC=C1)OCCCN(CC(C1=CC=CC=C1)C1=CC=CC=C1)CC1=C(C(=CC=C1)C(F)(F)F)Cl)=O ((3-{3-[(2-Chloro-3-trifluoromethyl-benzyl)-diphenylethyl-amino]-propoxy}-phenyl)-acetic acid methyl ester), C(C)(C)[N-]C(C)C.[Li+] (lithium diisopropylamide), IC(C)(C)I (diiodo-propane). Solvent: C1CCOC1 (THF). Reported procedure: To a solution of (3-{3-[(2-Chloro-3-trifluoromethyl-benzyl)-diphenylethyl-amino]-propoxy}-phenyl)-acetic acid methyl ester (100 mg, 0.17 mmol) in dry THF (50 ml) was added lithium diisopropylamide (1.26 ml, 0.5 mmol) dropwise with cooling to −78° C. After the reaction mixture was stirred at −78° C. for an additional 1 h, diiodo-propane (152 mg, 0.51 mmol) was added. The reaction was warmed to room temperature over 4 h followed by quenching with saturated ammonium chloride (10 ml). Solvent was re... Product: COC(=O)C1(CCC1)C1=CC(=CC=C1)OCCCN(CC(C1=CC=CC=C1)C1=CC=CC=C1)CC1=C(C(=CC=C1)C(F)(F)F)Cl (1-(3-{3-[(2-Chloro-3-trifluoromethyl-benzyl)-diphenylethyl-amino]-propoxy}-phenyl)-cyclobutanecarboxylic acid methyl ester). RXN SMILES: [CH3:1][O:2][C:3](=[O:42])[CH2:4][C:5]1[CH:10]=[CH:9][CH:8]=[C:7]([O:11][CH2:12][CH2:13][CH2:14][N:15]([CH2:30][C:31]2[CH:36]=[CH:35][CH:34]=[C:33]([C:37]([F:40])([F:39])[F:38])[C:32]=2[Cl:41])[CH2:16][CH:17]([C:24]2[CH:29]=[CH:28][CH:27]=[CH:26][CH:25]=2)[C:18]2[CH:23]=[CH:22][CH:21]=[CH:20][CH:19]=2)[CH:6]=1.[CH:43]([N-]C(C)C)([CH3:45])[CH3:44].[Li+].IC(I)(C)C>C1COCC1>[CH3:1][O:2][C:3]([C:4]1([C:5]2[CH:10]=[CH:9][CH:8]=[C:7]([O:11][CH2:12][CH2:13][CH2:14][N:15]([CH2:30][C:31]3[CH:36]=[CH:35][CH:34]=[C:33]([C:37]([F:38])([F:39])[F:40])[C:32]=3[Cl:41])[CH2:16][CH:17]([C:24]3[CH:25]=[CH:26][CH:27]=[CH:28][CH:29]=3)[C:18]3[CH:23]=[CH:22][CH:21]=[CH:20][CH:19]=3)[CH:6]=2)[CH2:45][CH2:43][CH2:44]1)=[O:42] |f:1.2|. Yield: 37.0%. Conditions: temperature -78 celsius, time 1 hour. Reaction SMILES: [Br:1][C:2]1[CH:7]=[C:6]([CH:8]([CH3:10])[CH3:9])[CH:5]=[CH:4][C:3]=1[N:11]1[CH:15]=[C:14]([C:16]#[N:17])[CH:13]=[C:12]1[NH2:18].Cl.[CH3:20][C:21](=O)[CH2:22][C:23](=O)[CH3:24]>C(O)C>[Br:1][C:2]1[CH:7]=[C:6]([CH:8]([CH3:10])[CH3:9])[CH:5]=[CH:4][C:3]=1[N:11]1[C:12]2[C:13](=[C:21]([CH3:20])[CH:22]=[C:23]([CH3:24])[N:18]=2)[C:14]([C:16]#[N:17])=[CH:15]1. The solvent is C(C)O (ethanol). Procedure details: Part C: A mixture of 18.51 g (0.0609 mole) of 1-(2-bromo-4-isopropylphenyl)-2-amino-4-cyano-pyrrole, 300 mL of ethanol, 0.6 mL of conc. hydrochloric acid, and 10 mL (9.75 g, 0.0974 mole) of 2,4-pentanedione was refluxed with stirring under a nitrogen atmosphere for 4 hrs. The mixture was allowed to cool and the solvent was removed under reduced pressure. The residue was dissolved in ethyl acetate. The solution was washed with 10% sodium bicarbonate solution, then with brine. The solution was dri... Yields the product BrC1=C(C=CC(=C1)C(C)C)N1C=C(C2=C(C=C(N=C12)C)C)C#N (1-(2-Bromo-4-isopropylphenyl)-3-cyano-4,6-dimethyl-7-azaindole). Reactants: BrC1=C(C=CC(=C1)C(C)C)N1C(=CC(=C1)C#N)N (1-(2-bromo-4-isopropylphenyl)-2-amino-4-cyano-pyrrole), Cl (hydrochloric acid), CC(CC(C)=O)=O (2,4-pentanedione). Conditions: time 4 hour.